Dataset: the Open Reaction Database (ORD), a public repository of structured organic reaction records. Task: describe an organic reaction: reactants, conditions, products, and yield Starting materials: CS(=O)(=O)OCC(F)(F)F, CN(C)C=O, [H-], [Na+], CC(C)N1CCN(C(=O)c2ccc3[nH]c(C(=O)N4CCS(=O)(=O)CC4)cc3c2)CC1. Product: CC(C)N1CCN(C(=O)c2ccc3c(c2)cc(C(=O)N2CCS(=O)(=O)CC2)n3CC(F)(F)F)CC1. As a reaction SMILES: [CH3:33][S:34]([O:35][CH2:38][C:39]([F:40])([F:41])[F:42])(=[O:36])=[O:37].[CH3:43][N:44]([CH3:45])[CH:46]=[O:47].[H-:31].[Na+:32].[O:1]=[S:2]1(=[O:30])[CH2:3][CH2:4][N:5]([C:8](=[O:9])[c:10]2[nH:11][c:12]3[cH:13][cH:14][c:15]([C:19](=[O:20])[N:21]4[CH2:22][CH2:23][N:24]([CH:27]([CH3:28])[CH3:29])[CH2:25][CH2:26]4)[cH:16][c:17]3[cH:18]2)[CH2:6][CH2:7]1>>[O:1]=[S:2]1(=[O:30])[CH2:3][CH2:4][N:5]([C:8](=[O:9])[c:10]2[n:11]([CH2:38][C:39]([F:40])([F:41])[F:42])[c:12]3[cH:13][cH:14][c:15]([C:19](=[O:20])[N:21]4[CH2:22][CH2:23][N:24]([CH:27]([CH3:28])[CH3:29])[CH2:25][CH2:26]4)[cH:16][c:17]3[cH:18]2)[CH2:6][CH2:7]1.